Dataset: the Open Reaction Database (ORD), a public repository of structured organic reaction records. Task: describe an organic reaction: reactants, conditions, products, and yield The reactants are C(C1=CC=CC=C1)N1CC(C(C(C1)C)O)C (1-benzyl-3,5-dimethyl-4-hydroxypiperidine). Reagents/catalysts: [OH-].[Pd+2].[OH-] (palladium hydroxide). The solvent is CO (methanol), [H][H] (hydrogen). The product is CC1CNCC(C1O)C (3,5-dimethyl-4-hydroxypiperidine). As a reaction SMILES: C([N:8]1[CH2:13][CH:12]([CH3:14])[CH:11]([OH:15])[CH:10]([CH3:16])[CH2:9]1)C1C=CC=CC=1>CO.[H][H].[OH-].[Pd+2].[OH-]>[CH3:16][CH:10]1[CH:11]([OH:15])[CH:12]([CH3:14])[CH2:13][NH:8][CH2:9]1 |f:3.4.5|. Procedure: A mixture of 1-benzyl-3,5-dimethyl-4-hydroxypiperidine (1.0 g, 4.56 mmole) and 20% palladium hydroxide (0.3 g) in methanol (20 ml) was stirred at room temperature in hydrogen atmosphere (1 atm.) for 4 hr. Catalyst was filtered off, washed with methanol, filtrate was concentrated to dryness to give 3,5-dimethyl-4-hydroxypiperidine. Yield 0.5 g (90%), C7H15NO, m/z 130 (M+1), PMR (CDCl3): 0.9 (6H, m, 2×CH3), 1.44 (1H, m, H3), 1.7 (1H, m, H5), 2.3 (1H, m, H6), 2.46-2.84 (2H, m, H2 & H6), 2.98 (1H, m... Reactants: O=C([O-])[O-], COCCl, CC#N, Oc1cccc(Cl)c1Cl, [K+], [K+]. Product: COCOc1cccc(Cl)c1Cl. RXN SMILES: [C:14](=[O:15])([O-:16])[O-:17].[CH3:10][O:11][CH2:12][Cl:13].[CH3:20][C:21]#[N:22].[Cl:1][c:2]1[c:3]([OH:9])[cH:4][cH:5][cH:6][c:7]1[Cl:8].[K+:18].[K+:19]>>[Cl:1][c:2]1[c:3]([O:9][CH2:12][O:11][CH3:10])[cH:4][cH:5][cH:6][c:7]1[Cl:8]. Reactants: N1CCC(CC1)N1N=CC(=C1)C=1C=C(C(=NC1)N)C=1SC2=C(N1)C(=CC=C2)C(F)(F)F (5-(1-piperidin-4-yl-1H-pyrazol-4-yl)-3-(4-trifluoromethylbenzothiazol-2-yl)-pyridin-2-ylamine), ClC=1SC2=C(N1)C=CC(=C2)C#N (2-chloro-1,3-benzothiazole-6-carbonitrile). Product: NC1=NC=C(C=C1C=1SC2=C(N1)C=CC(=C2)C#N)C=2C=NN(C2)C2CCNCC2 (2-[2-Amino-5-(1-piperidin-4-yl-1H-pyrazol-4-yl)-pyridin-3-yl]-benzothiazole-6-carbonitrile). As a reaction SMILES: [NH:1]1[CH2:6][CH2:5][CH:4]([N:7]2[CH:11]=[C:10]([C:12]3[CH:13]=[C:14]([C:19]4[S:20][C:21]5[CH:27]=[CH:26][CH:25]=[C:24](C(F)(F)F)[C:22]=5[N:23]=4)[C:15]([NH2:18])=[N:16][CH:17]=3)[CH:9]=[N:8]2)[CH2:3][CH2:2]1.Cl[C:33]1SC2C=C(C#N)C=CC=2[N:37]=1>>[NH2:18][C:15]1[C:14]([C:19]2[S:20][C:21]3[CH:27]=[C:26]([C:33]#[N:37])[CH:25]=[CH:24][C:22]=3[N:23]=2)=[CH:13][C:12]([C:10]2[CH:9]=[N:8][N:7]([CH:4]3[CH2:3][CH2:2][NH:1][CH2:6][CH2:5]3)[CH:11]=2)=[CH:17][N:16]=1. Procedure: Following the procedure for 5-(1-piperidin-4-yl-1H-pyrazol-4-yl)-3-(4-trifluoromethylbenzothiazol-2-yl)-pyridin-2-ylamine, but using 2-chloro-1,3-benzothiazole-6-carbonitrile, the title compound was obtained as yellow solid. MS (ES+): m/z=402.13 [MH+]. The reactants are BrB(Br)Br, ClCCl, COc1ccc(F)c(Cl)c1C=O. Product: O=Cc1c(O)ccc(F)c1Cl. RXN SMILES: [B:13]([Br:14])([Br:15])[Br:16].[Cl:17][CH2:18][Cl:19].[Cl:1][c:2]1[c:3]([CH:4]=[O:5])[c:6]([O:11][CH3:12])[cH:7][cH:8][c:9]1[F:10]>>[Cl:1][c:2]1[c:3]([CH:4]=[O:5])[c:6]([OH:11])[cH:7][cH:8][c:9]1[F:10]. Starting materials: C(C)(C)(C)OC(NC1(CC1)C=1NC=C(N1)C(F)(F)F)=O ([1-(4-Trifluoromethyl-1H-imidazol-2-yl)-cyclopropyl]-carbamic acid tert-butyl ester), C(=O)(C(F)(F)F)O (TFA). The solvent is C(Cl)Cl (DCM). Reaction conditions: time 8 hour. Product: FC(C=1N=C(NC1)C1(CC1)N)(F)F (1-(4-Trifluoromethyl-1H-imidazol-2-yl)-cyclopropylamine), C(=O)(C(F)(F)F)O (TFA). Reaction SMILES: C(OC(=O)[NH:7][C:8]1([C:11]2[NH:12][CH:13]=[C:14]([C:16]([F:19])([F:18])[F:17])[N:15]=2)[CH2:10][CH2:9]1)(C)(C)C.[C:21]([OH:27])([C:23]([F:26])([F:25])[F:24])=[O:22]>C(Cl)Cl>[F:19][C:16]([F:17])([F:18])[C:14]1[N:15]=[C:11]([C:8]2([NH2:7])[CH2:10][CH2:9]2)[NH:12][CH:13]=1.[C:21]([OH:27])([C:23]([F:26])([F:25])[F:24])=[O:22]. Reported procedure: To a solution of [1-(4-Trifluoromethyl-1H-imidazol-2-yl)-cyclopropyl]-carbamic acid tert-butyl ester (32 mg, 0.11 mmol) in DCM (1 mL) was added TFA (500 uL). The clear solution was stirred at room temperature for overnight. Solvents were removed and the resulting materials were re-suspended in Toluene (15 mL) and concentrated down to dryness to provide the title compound 1-(4-Trifluoromethyl-1H-imidazol-2-yl)-cyclopropylamine as a TFA salt, m/z 192.41 [M+1]+ Starting materials: C(C)OC(=O)C1(CCN(CC1)CCN)CC1=CC=CC=C1 (1-(2-Amino-ethyl)-4-benzyl-piperidine-4-carboxylic acid ethyl ester). Run in Cl (HCl). Reaction conditions: temperature 90 celsius. Product: NCCN1CCC(CC1)(C(=O)O)CC1=CC=CC=C1 (1-(2-Amino-ethyl)-4-benzyl-piperidine-4-carboxylic acid), hydrochloride salt. Reaction SMILES: C([O:3][C:4]([C:6]1([CH2:15][C:16]2[CH:21]=[CH:20][CH:19]=[CH:18][CH:17]=2)[CH2:11][CH2:10][N:9]([CH2:12][CH2:13][NH2:14])[CH2:8][CH2:7]1)=[O:5])C>Cl>[NH2:14][CH2:13][CH2:12][N:9]1[CH2:10][CH2:11][C:6]([CH2:15][C:16]2[CH:17]=[CH:18][CH:19]=[CH:20][CH:21]=2)([C:4]([OH:5])=[O:3])[CH2:7][CH2:8]1. Procedure details: 1-(2-Amino-ethyl)-4-benzyl-piperidine-4-carboxylic acid ethyl ester (2.5 g, 10 mmol) is dissolved in 6N aqueous HCl (40 mL) and the mixture heated at 90° C. for 96 h. The reaction mixture is evaporated to provide the title compound as hydrochloride salt. The reactants are CCCCCC (n-hexane), peroxide, FC(SCCCCCCOC1=C(C=C(C(=C1)SCC(F)(F)F)C)C)(F)F (6-trifluoromethylthiohexyl-[2,4-dimethyl-5-(2,2,2-trifluoroethylthio)phenyl]ether), ClC1=CC(=CC=C1)C(=O)OO (3-chloroperbenzoic acid), S(=S)(=O)([O-])[O-].[Na+].[Na+] (sodium thiosulfate). Run in C(C)(=O)OCC (ethyl acetate), C(Cl)(Cl)Cl (chloroform). Conditions: time 30 minute. Product: FC(SCCCCCCOC1=C(C=C(C(=C1)S(=O)CC(F)(F)F)C)C)(F)F (6-trifluoromethylthiohexyl-[2,4-dimethyl-5-(2,2,2-trifluoroethylsulfinyl)phenyl]ether). Isolated yield 73.3%. Reaction SMILES: [F:1][C:2]([F:26])([F:25])[S:3][CH2:4][CH2:5][CH2:6][CH2:7][CH2:8][CH2:9][O:10][C:11]1[CH:16]=[C:15]([S:17][CH2:18][C:19]([F:22])([F:21])[F:20])[C:14]([CH3:23])=[CH:13][C:12]=1[CH3:24].ClC1C=CC=C(C(OO)=[O:35])C=1.S([O-])([O-])(=O)=S.[Na+].[Na+].CCCCCC>C(Cl)(Cl)Cl.C(OCC)(=O)C>[F:26][C:2]([F:1])([F:25])[S:3][CH2:4][CH2:5][CH2:6][CH2:7][CH2:8][CH2:9][O:10][C:11]1[CH:16]=[C:15]([S:17]([CH2:18][C:19]([F:20])([F:21])[F:22])=[O:35])[C:14]([CH3:23])=[CH:13][C:12]=1[CH3:24] |f:2.3.4|. Procedure: In 40 ml of chloroform was dissolved 1.36 g (3.23 mmol) of 6-trifluoromethylthiohexyl-[2,4-dimethyl-5-(2,2,2-trifluoroethylthio)phenyl]ether. Thereto was added 0.67 g (2.72 mmol) of 3-chloroperbenzoic acid (purity: about 70%) under ice cooling, and the mixture was stirred for 30 minutes at room temperature. Then, saturated aqueous solution of sodium thiosulfate was added to the reaction mixture to decompose excess peroxide. Thereafter, the solvent was distilled off under reduced pressure, and ex... Starting materials: CC(Cl)c1cccnc1, Cc1cc(O)cc2c1C(=O)CC(C)(C)O2. Reagents/catalysts: O=C([O-])[O-].[Cs+].[Cs+] (cesium carbonate), [I-].[K+] (potassium iodide). The solvent is CN(C)C=O (DMF), CN(C)C=O (dmf), CN(C)C=O (DMF). Conditions: temperature 70 celsius, time 16 hour. Yields the product Cc1cc(OC(C)c2cccnc2)cc2c1C(=O)CC(C)(C)O2. Starting materials: C(C)(C)(C)OC(C(=O)OC)C=1C(=NC=2C(CNCC2C1C1=CC=C(C=C1)F)(C)C)C(C)C (methyl 2-tert-butoxy-2-(4-(4-fluorophenyl)-2-isopropyl-8,8-dimethyl-5,6,7,8-tetrahydro-1,6-naphthyridin-3-yl)acetate), C(C)(C)(C)OC(C(=O)OC)C=1C(=NC=2C(CNCC2C1C1=CC=C(C=C1)F)(C)C)C(C)C (methyl 2-tert-butoxy-2-(4-(4-fluorophenyl)-2-isopropyl-8,8-dimethyl-5,6,7,8-tetrahydro-1,6-naphthyridin-3-yl)acetate), FC1=CC=C(C=O)C=C1 (4-fluorobenzaldehyde), CC(=O)O (AcOH), [BH-](OC(=O)C)(OC(=O)C)OC(=O)C.[Na+] (NaBH(OAc)3), [BH-](OC(=O)C)(OC(=O)C)OC(=O)C.[Na+] (NaBH(OAc)3), CC(=O)O (AcOH). Solvent: C(Cl)Cl (CH2Cl2). Reaction conditions: temperature 0 celsius, time 5 minute. Yields the product C(C)(C)(C)OC(C(=O)OC)C=1C(=NC=2C(CN(CC2C1C1=CC=C(C=C1)F)CC1=CC=C(C=C1)F)(C)C)C(C)C (methyl 2-tert-butoxy-2-(6-(4-fluorobenzyl)-4-(4-fluorophenyl)-2-isopropyl-8,8-dimethyl-5,6,7,8-tetrahydro-1,6-naphthyridin-3-yl)acetate). The yield is 59.3%. Reaction SMILES: [C:1]([O:5][CH:6]([C:11]1[C:12]([CH:30]([CH3:32])[CH3:31])=[N:13][C:14]2[C:15]([CH3:29])([CH3:28])[CH2:16][NH:17][CH2:18][C:19]=2[C:20]=1[C:21]1[CH:26]=[CH:25][C:24]([F:27])=[CH:23][CH:22]=1)[C:7]([O:9][CH3:10])=[O:8])([CH3:4])([CH3:3])[CH3:2].[F:33][C:34]1[CH:41]=[CH:40][C:37]([CH:38]=O)=[CH:36][CH:35]=1.CC(O)=O.[BH-](OC(C)=O)(OC(C)=O)OC(C)=O.[Na+]>C(Cl)Cl>[C:1]([O:5][CH:6]([C:11]1[C:12]([CH:30]([CH3:32])[CH3:31])=[N:13][C:14]2[C:15]([CH3:29])([CH3:28])[CH2:16][N:17]([CH2:38][C:37]3[CH:40]=[CH:41][C:34]([F:33])=[CH:35][CH:36]=3)[CH2:18][C:19]=2[C:20]=1[C:21]1[CH:26]=[CH:25][C:24]([F:27])=[CH:23][CH:22]=1)[C:7]([O:9][CH3:10])=[O:8])([CH3:4])([CH3:3])[CH3:2] |f:3.4|. Procedure details: A mixture of methyl 2-tert-butoxy-2-(4-(4-fluorophenyl)-2-isopropyl-8,8-dimethyl-5,6,7,8-tetrahydro-1,6-naphthyridin-3-yl)acetate (intermediate 5) (20 mg, 0.045 mmol) and 4-fluorobenzaldehyde (0.048 mL, 0.452 mmol) was stirred in CH2Cl2 (1 mL) at 0° C. for 45 min. AcOH (2.59 μl, 0.045 mmol) was added followed by NaBH(OAc)3 (9.58 mg, 0.045 mmol). After stirring at 0° C. for an additional 5 min, the reaction mixture was stirred at room temperature for 22 h. Additional NaBH(OAc)3 (9.58 mg, 0.045 mm...